Dataset: the Open Reaction Database (ORD), a public repository of structured organic reaction records. Task: describe an organic reaction: reactants, conditions, products, and yield Reactants: CON(C(=O)C=1C=CC2=C(C=C(O2)CCN2[C@@H](CCC2)C)C1)C (N-methoxy-N-methyl-2-{2-[(2R)-2-methyl-1-pyrrolidinyl]ethyl}-1-benzofuran-5-carboxamide), ClC1=CC=C(C=C1)[Mg]Br (4-chlorophenylmagnesium bromide). Yields the product ClC1=CC=C(C=C1)C(=O)C=1C=CC2=C(C=C(O2)CCN2[C@@H](CCC2)C)C1 ((4-chlorophenyl)(2-{2-[(2R)-2-methyl-1-pyrrolidinyl]ethyl}-1-benzofuran-5-yl)methanone). Reaction SMILES: CON(C)[C:4]([C:6]1[CH:7]=[CH:8][C:9]2[O:13][C:12]([CH2:14][CH2:15][N:16]3[CH2:20][CH2:19][CH2:18][C@H:17]3[CH3:21])=[CH:11][C:10]=2[CH:22]=1)=[O:5].[Cl:24][C:25]1[CH:30]=[CH:29][C:28]([Mg]Br)=[CH:27][CH:26]=1>>[Cl:24][C:25]1[CH:30]=[CH:29][C:28]([C:4]([C:6]2[CH:7]=[CH:8][C:9]3[O:13][C:12]([CH2:14][CH2:15][N:16]4[CH2:20][CH2:19][CH2:18][C@H:17]4[CH3:21])=[CH:11][C:10]=3[CH:22]=2)=[O:5])=[CH:27][CH:26]=1. Procedure details: The product from Example 71E and 4-chlorophenylmagnesium bromide were processed as described in Example 71F to provide the title compound. 1HNMR (300 MHz, CD3OD) δ 1.18 (d, 3H, J=6.1 Hz), 1.46 (m, 1H), 1.78 (m, 2H), 2.01-2.36 (m, 2H), 2.50 (m, 2H), 3.03 (m, 2H), 3.23 (m, 2H), 6.67 (s, 1H), 7.57 (m, 3H), 7.78 (m, 3H), 7.97 (s, 1H); MS (ESI) m/z 368.1 (M++1). Starting materials: CC(C)C1=CC(=C(C(=C1)C(C)C)C2=C(C=CC=C2)P(C3CCCCC3)C4CCCCC4)C(C)C (XPhos), ClC1=C(C(=NC2=CC(=CC=C12)F)C1=NC=CC=C1)C (4-chloro-7-fluoro-3-methyl-2-(pyridin-2-yl)quinoline), NC=1C=C(C=C(C1)N1CCOCC1)NC(C(C)C)=O (N-(3-amino-5-morpholinophenyl)-isobutyramide), C([O-])([O-])=O.[K+].[K+] (potassium carbonate). The reagents and catalysts are C(C)(=O)[O-].[Pd+2].C(C)(=O)[O-] (palladium (II) acetate). The solvent is C(C)(C)(C)O (tert-butanol). Product: FC1=CC=C2C(=C(C(=NC2=C1)C1=NC=CC=C1)C)NC=1C=C(C=C(C1)N1CCOCC1)NC(C(C)C)=O (N-(3-((7-fluoro-3-methyl-2-(2-pyridinyl)-4-quinolinyl)amino)-5-(4-morpholinyl)phenyl)-2-methylpropanamide). RXN SMILES: CC(C1C=C(C(C)C)C(C2C=CC=CC=2P(C2CCCCC2)C2CCCCC2)=C(C(C)C)C=1)C.Cl[C:36]1[C:45]2[C:40](=[CH:41][C:42]([F:46])=[CH:43][CH:44]=2)[N:39]=[C:38]([C:47]2[CH:52]=[CH:51][CH:50]=[CH:49][N:48]=2)[C:37]=1[CH3:53].[NH2:54][C:55]1[CH:56]=[C:57]([NH:67][C:68](=[O:72])[CH:69]([CH3:71])[CH3:70])[CH:58]=[C:59]([N:61]2[CH2:66][CH2:65][O:64][CH2:63][CH2:62]2)[CH:60]=1.C(=O)([O-])[O-].[K+].[K+]>C([O-])(=O)C.[Pd+2].C([O-])(=O)C.C(O)(C)(C)C>[F:46][C:42]1[CH:41]=[C:40]2[C:45]([C:36]([NH:54][C:55]3[CH:56]=[C:57]([NH:67][C:68](=[O:72])[CH:69]([CH3:70])[CH3:71])[CH:58]=[C:59]([N:61]4[CH2:66][CH2:65][O:64][CH2:63][CH2:62]4)[CH:60]=3)=[C:37]([CH3:53])[C:38]([C:47]3[CH:52]=[CH:51][CH:50]=[CH:49][N:48]=3)=[N:39]2)=[CH:44][CH:43]=1 |f:3.4.5,6.7.8|. Procedure details: Prepared according to Procedure X by stirring palladium (II) acetate (2.325 mg, 10.36 μmol), XPhos (0.015 g, 0.031 mmol), 4-chloro-7-fluoro-3-methyl-2-(pyridin-2-yl)quinoline (0.056 g, 0.207 mmol), N-(3-amino-5-morpholinophenyl)-isobutyramide (0.060 g, 0.228 mmol), potassium carbonate (0.072 g, 0.518 mmol), and tert-butanol (1 mL) at 110° C. for 20 minutes. Purification by reverse-phase HPLC (0-70% acetonitrile in water) afforded N-(3-((7-fluoro-3-methyl-2-(2-pyridinyl)-4-quinolinyl)amino)-5-(4-...